This data is from the Open Reaction Database (ORD), a public repository of structured organic reaction records. The task is: describe an organic reaction: reactants, conditions, products, and yield The reactants are CC(=O)C1C(=O)C2CCC2C1=O, Cl, [Na]. Product: O=C1CC(=O)C2CCC12. Reaction SMILES: [C:2](=[O:3])([CH3:4])[CH:5]1[C:6](=[O:13])[CH:7]2[CH2:8][CH2:9][CH:10]2[C:11]1=[O:12].[ClH:14].[Na:1]>>[CH2:5]1[C:6](=[O:13])[CH:7]2[CH2:8][CH2:9][CH:10]2[C:11]1=[O:12]. Reactants: FC(C(CC(=O)C=1C=NN(C1)C1=NC=CC=C1C(F)(F)F)=O)(F)F (4,4,4-Trifluoro-1-[1-(3-trifluoromethyl-pyridin-2-yl)-1H-pyrazol-4-yl]-butane-1,3-dione), C(#N)CC(=O)NCC1=C(C=C(C=C1)F)F (2-cyano-N-(2,4-difluoro-benzyl)-acetamide), N12CCCCCC2=NCCC1 (1,8-diazabicyclo[5,4,0]undec-7-ene), C1CCC2=NCCCN2CC1 (DBU). The solvent is C1=CC=CC=C1 (benzene). Conditions: temperature 90 celsius. Product: FC1=C(CN2C(C(=C(C=C2C=2C=NN(C2)C2=NC=CC=C2C(F)(F)F)C(F)(F)F)C#N)=O)C=CC(=C1)F (1-(2,4-difluoro-benzyl)-2-oxo-4-trifluoromethyl-6-[1-(3-trifluoromethyl-pyridin-2-yl)-1H-pyrazol-4-yl]-1,2-dihydro-pyridine-3-carbonitrile). Isolated yield 36.2%. As a reaction SMILES: [F:1][C:2]([F:24])([F:23])[C:3](=O)[CH2:4][C:5]([C:7]1[CH:8]=[N:9][N:10]([C:12]2[C:17]([C:18]([F:21])([F:20])[F:19])=[CH:16][CH:15]=[CH:14][N:13]=2)[CH:11]=1)=O.[C:25]([CH2:27][C:28]([NH:30][CH2:31][C:32]1[CH:37]=[CH:36][C:35]([F:38])=[CH:34][C:33]=1[F:39])=[O:29])#[N:26].N12CCCN=C1CCCCC2>C1C=CC=CC=1>[F:39][C:33]1[CH:34]=[C:35]([F:38])[CH:36]=[CH:37][C:32]=1[CH2:31][N:30]1[C:5]([C:7]2[CH:8]=[N:9][N:10]([C:12]3[C:17]([C:18]([F:21])([F:20])[F:19])=[CH:16][CH:15]=[CH:14][N:13]=3)[CH:11]=2)=[CH:4][C:3]([C:2]([F:24])([F:23])[F:1])=[C:27]([C:25]#[N:26])[C:28]1=[O:29]. Reported procedure: 4,4,4-Trifluoro-1-[1-(3-trifluoromethyl-pyridin-2-yl)-1H-pyrazol-4-yl]-butane-1,3-dione (143 mg, 0.41 mmol) and 2-cyano-N-(2,4-difluoro-benzyl)-acetamide (86 mg, 0.41 mmol) were suspended in 1.5 mL anhydrous benzene. To the above reaction mixture was added 1,8-diazabicyclo[5,4,0]undec-7-ene (DBU (31 mg, 0.21 mmol). The mixture was heated at 90° C. under nitrogen atmosphere for overnight. After this period of time, the mixture was evaporated in vacuo and the resulting residue was purified by colu... Starting materials: OCCCCCCBr, C1CCOC1, CN(C)c1ccncc1, CC(=O)OC(C)=O, CC(C)OC(C)C. The product is CC(=O)OCCCCCCBr. Reaction SMILES: [Br:1][CH2:2][CH2:3][CH2:4][CH2:5][CH2:6][CH2:7][OH:8].[CH2:32]1[O:33][CH2:34][CH2:35][CH2:36]1.[CH3:23][N:24]([c:25]1[cH:26][cH:27][n:28][cH:29][cH:30]1)[CH3:31].[CH3:9][C:10](=[O:11])[O:12][C:13](=[O:14])[CH3:15].[CH:16]([O:17][CH:18]([CH3:19])[CH3:20])([CH3:21])[CH3:22]>>[Br:1][CH2:2][CH2:3][CH2:4][CH2:5][CH2:6][CH2:7][O:8][C:10]([CH3:9])=[O:11]. The reactants are [Si](CC)(CC)CC, c12c(ncnc1N1CCN(CC1)C(OC(C)(C)C)=O)C=C(CC2)c1c(ccc2c1cnn2[C@@H]1OCCCC1)C. Reagents/catalysts: c1ccc(cc1)-c2c3ccccc3cc4ccccc24 (9-Phenylanthracene), CC(C)(C)OOC(C)(C)C (TBHP), C(C(=C\C(C(C)(C)C)=O)/O[Mn](O/C(C(C)(C)C)=C\C(C(C)(C)C)=O)O/C(C(C)(C)C)=C\C(C(C)(C)C)=O)(C)(C)C (Mn(dpm)3). Run in CC(C)O (IPA). Conditions: temperature 60 celsius, time 18 hour. Product: Cc1ccc2c(cnn2C3CCCCO3)c1C4CCc5c(C4)ncnc5N6CCN(CC6)C(=O)OC(C)(C)C. RXN SMILES: [CH3:1][c:2]1[c:16]([C:17]([CH2:39][CH2:38][c:37]([c:19]23)[c:23]([N:24]4[CH2:29][CH2:28][N:27]([C:30]([O:32][C:33]([CH3:36])([CH3:35])[CH3:34])=[O:31])[CH2:26][CH2:25]4)[n:22][cH:21][n:20]2)=[CH:18]3)[c:6]5[c:5]([n:9]([CH:10]6[O:15][CH2:14][CH2:13][CH2:12][CH2:11]6)[n:8][cH:7]5)[cH:4][cH:3]1.CC[SiH](CC)CC>>[CH3:1][c:2]1[c:16]([CH:17]2[CH2:18][c:19]3[c:37]([c:23]([N:24]4[CH2:29][CH2:28][N:27]([C:30]([O:32][C:33]([CH3:36])([CH3:35])[CH3:34])=[O:31])[CH2:26][CH2:25]4)[n:22][cH:21][n:20]3)[CH2:38][CH2:39]2)[c:6]5[c:5]([n:9]([CH:10]6[O:15][CH2:14][CH2:13][CH2:12][CH2:11]6)[n:8][cH:7]5)[cH:4][cH:3]1. Reactants: OC=1C(NC=C(C1)CCC1=C(C=CC=C1)C)=O (3-hydroxy-5-(2-methylphenethyl)pyridin-2(1H)-one), COC1=NC=C(C=C1OC)C#CC1=CC(=CC=C1)C (2,3-dimethoxy-5-[(3-methyl-phenyl)ethynyl]pyridine), COC1=NC=C(C=C1OC)C#CC1=CC(=CC=C1)C (2,3-dimethoxy-5-[(3-methyl-phenyl)ethynyl]pyridine). Product: OC=1C(NC=C(C1)CCC1=CC(=CC=C1)C)=O (3-Hydroxy-5-[2-(3-methylphenyl)ethyl]pyridin-2(1H)-one). As a reaction SMILES: OC1C(=O)NC=C(CCC2C=CC=CC=2C)C=1.C[O:19][C:20]1[C:25]([O:26]C)=[CH:24][C:23]([C:28]#[C:29][C:30]2[CH:35]=[CH:34][CH:33]=[C:32]([CH3:36])[CH:31]=2)=[CH:22][N:21]=1>>[OH:26][C:25]1[C:20](=[O:19])[NH:21][CH:22]=[C:23]([CH2:28][CH2:29][C:30]2[CH:35]=[CH:34][CH:33]=[C:32]([CH3:36])[CH:31]=2)[CH:24]=1. Reported procedure: Prepared as described for 3-hydroxy-5-(2-methylphenethyl)pyridin-2(1H)-one (Example 27) from 2,3-dimethoxy-5-[(3-methyl-phenyl)ethynyl]pyridine (Intermediate 34). Reactants: [N+](=O)([O-])C=1C=C(C(=O)C2=CC(=C(C=C2)Cl)[N+](=O)[O-])C=CC1Cl (3,3'-dinitro-4,4'-dichloro benzophenone), [O-2].[Ca+2] (calcium oxide), [H][H] (hydrogen). The reagents and catalysts are [Pd] (palladium/alumina). Solvent: ClCCCl (1,2-dichloro ethane). Reaction conditions: temperature 70 celsius. Yields the product NC=1C=C(C(=O)C2=CC(=CC=C2)N)C=CC1 (3,3'-diamino benzophenone). Reaction SMILES: [N+:1]([C:4]1[CH:5]=[C:6]([CH:19]=[CH:20][C:21]=1Cl)[C:7]([C:9]1[CH:14]=[CH:13][C:12](Cl)=[C:11]([N+:16]([O-])=O)[CH:10]=1)=[O:8])([O-])=O.[O-2].[Ca+2].[H][H]>[Pd].ClCCCl>[NH2:1][C:4]1[CH:5]=[C:6]([CH:19]=[CH:20][CH:21]=1)[C:7]([C:9]1[CH:14]=[CH:13][CH:12]=[C:11]([NH2:16])[CH:10]=1)=[O:8] |f:1.2|. Procedure details: To an autoclave there are added 50 g (0.15 moles) of 3,3'-dinitro-4,4'-dichloro benzophenone, 21 g (0.38 moles) of calcium oxide, 1 g of 5% palladium/alumina catalyst (available from Nihon-Engelhardt Co., Ltd.) and 350 ml of 1,2-dichloro ethane. The reaction is carried out for ten hours by introducing hydrogen into the autoclave, with the mixture being stirred at 30°-35° C., to keep the pressure at 10 Kg/cm2.G. After the completion of the reaction, the reaction mixture is heated up to 70° C. and... The reactants are CC(C)(C)N(C([O-])=O)CC(C1=CC=CC=C1)N1C(C2=CC=CC=C2C1=O)=O (1,1-dimethylethyl[2-(1,3-dioxo-1,3-dihydro-2H-isoindol-2-yl)-2-phenylethyl]carbamate), CN (MeNH2), NN (NH2NH2). Solvent: CO (MeOH). Conditions: time 12 hour. Product: NC(CNC(OC(C)(C)C)=O)C1=CC=CC=C1 (1,1-dimethylethyl (2-amino-2-phenylethyl)carbamate). The yield is 170.5%. RXN SMILES: CC([N:5]([CH2:9][CH:10]([N:17]1C(=O)C2C(=CC=CC=2)C1=O)[C:11]1[CH:16]=[CH:15][CH:14]=[CH:13][CH:12]=1)[C:6](=[O:8])[O-:7])(C)C.CN.NN>CO>[NH2:17][CH:10]([C:11]1[CH:12]=[CH:13][CH:14]=[CH:15][CH:16]=1)[CH2:9][NH:5][C:6](=[O:8])[O:7][C:11]([CH3:16])([CH3:12])[CH3:10]. Procedure details: A solution of 1,1-dimethylethyl[2-(1,3-dioxo-1,3-dihydro-2H-isoindol-2-yl)-2-phenylethyl]carbamate (2 g, 5.46 mmol) and either MeNH2 (40 wt % in H2O, 10 eq.) or NH2NH2 (10 eq.) in MeOH (0.5M, 10 mL) was heated to 60° C. in a sealed tube. After 12 h, the solution was concentrated and purified via column chromatography (silica-dry load, 2% MeOH in DCM (1% NH4OH)) affording the title compound (1.1 g, 85%) as a white solid: LC-MS (ES) m/z=237 (M+H)+.